Dataset: the Open Reaction Database (ORD), a public repository of structured organic reaction records. Task: describe an organic reaction: reactants, conditions, products, and yield The reactants are Fc1ccc(-c2nc(Cc3ccccc3)nc3c2CCN(Cc2ccccc2)C3)cc1, CCO, C1=CCC=CC1, Cl. Yields the product Fc1ccc(-c2nc(Cc3ccccc3)nc3c2CCNC3)cc1, Cl. RXN SMILES: [CH2:2]([c:3]1[cH:4][cH:5][cH:6][cH:7][cH:8]1)[c:9]1[n:10][c:11](-[c:26]2[cH:27][cH:28][c:29]([F:32])[cH:30][cH:31]2)[c:12]2[c:13]([n:14]1)[CH2:15][N:16]([CH2:19][c:20]1[cH:21][cH:22][cH:23][cH:24][cH:25]1)[CH2:17][CH2:18]2.[CH3:39][CH2:40][OH:41].[CH:33]1=[CH:38][CH2:37][CH:36]=[CH:35][CH2:34]1.[ClH:1]>>[CH2:2]([c:3]1[cH:4][cH:5][cH:6][cH:7][cH:8]1)[c:9]1[n:10][c:11](-[c:26]2[cH:27][cH:28][c:29]([F:32])[cH:30][cH:31]2)[c:12]2[c:13]([n:14]1)[CH2:15][NH:16][CH2:17][CH2:18]2.[ClH:1]. Reactants: CO, CC(=O)O, O=C1NC(=S)NC1=Cc1ccccc1, [Zn]. RXN SMILES: [CH3:15][OH:16].[CH3:17][C:18](=[O:19])[OH:20].[CH:1]([c:2]1[cH:3][cH:4][cH:5][cH:6][cH:7]1)=[C:8]1[C:9](=[O:14])[NH:10][C:11](=[S:13])[NH:12]1.[Zn:21]>>[CH2:1]([c:2]1[cH:3][cH:4][cH:5][cH:6][cH:7]1)[CH:8]1[C:9](=[O:14])[NH:10][C:11](=[S:13])[NH:12]1. Product: O=C1NC(=S)NC1Cc1ccccc1. The reactants are [Li+].CC(C)[N-]C(C)C (LDA), C(C=C)Br (allyl bromide), ClC=1C=C(C=CC1F)[C@H]1CCC(N([C@@H]1C1=CC=C(C=C1)Cl)C(C)C)=O ((5R,6S)-5-(3-Chloro-4-fluorophenyl)-6-(4-chlorophenyl)-1-isopropylpiperidin-2-one), IC (iodomethane). Run in C1CCOC1 (THF), C1CCOC1 (THF). Reaction conditions: temperature -78 celsius, time 16 hour. Product: C(C=C)[C@@]1(C(N([C@@H]([C@H](C1)C1=CC(=C(C=C1)F)Cl)C1=CC=C(C=C1)Cl)C(C)C)=O)C ((3S,5R,6S)-3-Allyl-5-(3-chloro-4-fluorophenyl)-6-(4-chlorophenyl)-1-isopropyl-3-methylpiperidin-2-one). As a reaction SMILES: [Cl:1][C:2]1[CH:3]=[C:4]([C@@H:9]2[C@@H:14]([C:15]3[CH:20]=[CH:19][C:18]([Cl:21])=[CH:17][CH:16]=3)[N:13]([CH:22]([CH3:24])[CH3:23])[C:12](=[O:25])[CH2:11][CH2:10]2)[CH:5]=[CH:6][C:7]=1[F:8].IC.[Li+].[CH3:29][CH:30]([N-]C(C)C)[CH3:31].[CH2:36](Br)C=C>C1COCC1>[CH2:31]([C@@:11]1([CH3:36])[CH2:10][C@H:9]([C:4]2[CH:5]=[CH:6][C:7]([F:8])=[C:2]([Cl:1])[CH:3]=2)[C@@H:14]([C:15]2[CH:20]=[CH:19][C:18]([Cl:21])=[CH:17][CH:16]=2)[N:13]([CH:22]([CH3:23])[CH3:24])[C:12]1=[O:25])[CH:30]=[CH2:29] |f:2.3|. Reported procedure: A solution of (5R,6S)-5-(3-chloro-4-fluorophenyl)-6-(4-chlorophenyl)-1-isopropylpiperidin-2-one (0.50 g, 1.32 mmol; Example 390, Step C) in anhydrous THF (3 mL) was degassed by bubbling argon through the solution for 15 minutes. LHMDS (1 M in THF that was degassed by bubbling argon through the solution for 15 minutes) (1.64 mL, 1.64 mmol) was added to the lactam solution at −15° C. dropwise while keeping the temperature below −8° C. After 15 minutes at −15° C. iodomethane (0.085 mL, 1.354 mmol) ... Yields the product [N+](=O)([O-])C1=CC=C(C=C2C(NC(N2)=O)=O)C=C1 (5-(4'-nitrobenzylidene)-hydantoin). Solvent: C(CCC)O (n-butanol). Reactants: N1C(=O)NC(=O)C1 (hydantoin), [N+](=O)([O-])C1=CC=C(C=O)C=C1 (4-nitrobenzaldehyde), C(C)(=O)[O-].[NH4+] (ammonium acetate), C(C)(=O)O (acetic acid). Reaction conditions: time 3 hour. Yield: 93.9%. Procedure details: A mixture of 100 grams (1.0 mole) of hydantoin, 151 grams (1.0 mole) of 4-nitrobenzaldehyde, 77 grams (1.0 mole) of ammonium acetate, 120 grams (2.0 moles) of acetic acid, and 200 ml of n-butanol were held for 3 hours at reflux temperature. After the cooling, there were obtained 219 grams of 5-(4'-nitrobenzylidene)-hydantoin, corresponding to 94% of the theory based on hydantoin. The product had a melting point of 253°-254° C. and homogeneous by thin layer chromatography. Reaction SMILES: [NH:1]1[CH2:7][C:5](=[O:6])[NH:4][C:2]1=[O:3].[N+:8]([C:11]1[CH:18]=[CH:17][C:14]([CH:15]=O)=[CH:13][CH:12]=1)([O-:10])=[O:9].C([O-])(=O)C.[NH4+].C(O)(=O)C>C(O)CCC>[N+:8]([C:11]1[CH:18]=[CH:17][C:14]([CH:15]=[C:7]2[NH:1][C:2](=[O:3])[NH:4][C:5]2=[O:6])=[CH:13][CH:12]=1)([O-:10])=[O:9] |f:2.3|.